The task is: describe an organic reaction: reactants, conditions, products, and yield. This data is from the Open Reaction Database (ORD), a public repository of structured organic reaction records. Reactants: [Al+3], COc1ccc(C2CCCN(C(C)=O)C2)cc1OC, CCOC(C)=O, [H-], [H-], [H-], [H-], [Li+], C1CCOC1, O. Yields the product CCN1CCCC(c2ccc(OC)c(OC)c2)C1. As a reaction SMILES: [Al+3:21].[C:1]([CH3:2])(=[O:3])[N:4]1[CH2:5][CH:6]([c:10]2[cH:11][c:12]([O:18][CH3:19])[c:13]([O:16][CH3:17])[cH:14][cH:15]2)[CH2:7][CH2:8][CH2:9]1.[CH3:26][CH2:27][O:28][C:29](=[O:30])[CH3:31].[H-:20].[H-:23].[H-:24].[H-:25].[Li+:22].[O:33]1[CH2:34][CH2:35][CH2:36][CH2:37]1.[OH2:32]>>[CH2:1]([CH3:2])[N:4]1[CH2:5][CH:6]([c:10]2[cH:11][c:12]([O:18][CH3:19])[c:13]([O:16][CH3:17])[cH:14][cH:15]2)[CH2:7][CH2:8][CH2:9]1. The reactants are Nc1cnc(Cl)c(Br)c1, CC(=O)O[BH-](OC(C)=O)OC(C)=O, Cc1ccc(S(=O)(=O)O)cc1, CC(=O)O, CCOC(C)=O, CCO, [Mg+2], O=C1C2CC3CC1CN(C3)C2, [Na+], O=S(=O)([O-])[O-], O. Product: Clc1ncc(NC2C3CC4CC2CN(C4)C3)cc1Br, Cc1ccc(S(=O)(=O)O)cc1. As a reaction SMILES: [Br:7][c:8]1[cH:9][c:10]([NH2:15])[cH:11][n:12][c:13]1[Cl:14].[C:27]([O:28][BH-:29]([O:30][C:31](=[O:32])[CH3:33])[O:34][C:35](=[O:36])[CH3:37])(=[O:38])[CH3:39].[CH3:42][c:43]1[cH:44][cH:45][c:46]([S:49](=[O:50])(=[O:51])[OH:52])[cH:47][cH:48]1.[CH3:53][C:54](=[O:55])[OH:56].[CH3:57][CH2:58][O:59][C:60](=[O:61])[CH3:62].[CH3:63][CH2:64][OH:65].[Mg+2:1].[N:16]12[CH2:17][CH:18]3[C:19](=[O:26])[CH:20]([CH2:21][CH:22]([CH2:23]1)[CH2:24]3)[CH2:25]2.[Na+:40].[O-:2][S:3](=[O:4])(=[O:5])[O-:6].[OH2:41]>>[Br:7][c:8]1[cH:9][c:10]([NH:15][CH:19]2[CH:18]3[CH2:17][N:16]4[CH2:23][CH:22]([CH2:21][CH:20]2[CH2:25]4)[CH2:24]3)[cH:11][n:12][c:13]1[Cl:14].[CH3:42][c:43]1[cH:44][cH:45][c:46]([S:49](=[O:50])(=[O:51])[OH:52])[cH:47][cH:48]1. Reactants: N (ammonia), C(C=C)NC(CC(=O)C)=O (Acetoacetic allylamide), N (ammonia). The solvent is C(C)O (ethanol). Conditions: time 8 hour. Yields the product C(C=C)NC(\C=C(\C)/N)=O (3-aminocrotonic allylamide). Yield: 82.7%. As a reaction SMILES: [CH2:1]([NH:4][C:5](=[O:10])[CH2:6][C:7]([CH3:9])=O)[CH:2]=[CH2:3].[NH3:11]>C(O)C>[CH2:1]([NH:4][C:5](=[O:10])/[CH:6]=[C:7](\[NH2:11])/[CH3:9])[CH:2]=[CH2:3]. Reported procedure: Acetoacetic allylamide (111.4 g, 0.79 mole) is dissolved in ethanol (80 ml) and thereto is passed ammonia gas, while the temperature is controlled below 30° C. by cooling with a water bath. After passing ammonia gas for about 3 hours, colorless crystals precipitate. The reaction mixture is allowed to stand at 0° C. overnight. The precipitates are separated by filtration and washed with diethyl ether to give the title compound (91.5 g, yield 82.7%) as colorless prisms, m.p. 143°-144° C. Reactants: COC(=O)C=1C=C(C=CC1)C1C(CN(CC1)C(=O)OC(C)(C)C)OCC1=CC2=CC=CC=C2C=C1 (tert-butyl (3RS,4RS)-4-(3-methoxycarbonyl-phenyl)-3-naphthalen-2-ylmethoxy-piperidine-1-carboxylate), [OH-].[Na+] (sodium hydroxide), Cl (hydrochloric acid). Yields the product C(C)(C)(C)OC(=O)N1CC(C(CC1)C=1C=C(C(=O)O)C=CC1)OCC1=CC2=CC=CC=C2C=C1 ((3RS,4RS)-3-(1-tert-butoxycarbonyl-3-naphthalen-2-ylmethoxy-piperidin-4-yl)-benzoic acid). Procedure details: A solution of 60 mg (0.13 mmol) of tert-butyl (3RS,4RS)-4-(3-methoxycarbonyl-phenyl)-3-naphthalen-2-ylmethoxy-piperidine-1-carboxylate (Example 26(e)] and 0.26 ml (0.26 mmol) of 1N sodium hydroxide solution in 2 ml of methanol was stirred at 30° C. for 18 hours. For the working-up, the reaction mixture was neutralized with 1N hydrochloric acid and extracted twice with 10 ml of methylene chloride each time. The organic phases were combined, dried over sodium sulphate and evaporated under reduced ... The solvent is CO (methanol). Isolated yield 75.0%. As a reaction SMILES: C[O:2][C:3]([C:5]1[CH:6]=[C:7]([CH:11]2[CH2:16][CH2:15][N:14]([C:17]([O:19][C:20]([CH3:23])([CH3:22])[CH3:21])=[O:18])[CH2:13][CH:12]2[O:24][CH2:25][C:26]2[CH:35]=[CH:34][C:33]3[C:28](=[CH:29][CH:30]=[CH:31][CH:32]=3)[CH:27]=2)[CH:8]=[CH:9][CH:10]=1)=[O:4].[OH-].[Na+].Cl>CO>[C:20]([O:19][C:17]([N:14]1[CH2:15][CH2:16][CH:11]([C:7]2[CH:6]=[C:5]([CH:10]=[CH:9][CH:8]=2)[C:3]([OH:4])=[O:2])[CH:12]([O:24][CH2:25][C:26]2[CH:35]=[CH:34][C:33]3[C:28](=[CH:29][CH:30]=[CH:31][CH:32]=3)[CH:27]=2)[CH2:13]1)=[O:18])([CH3:23])([CH3:21])[CH3:22] |f:1.2|. The reactants are CC(C)(C)OC(=O)N1CCC(OS(C)(=O)=O)C1CCNC(=O)OCc1ccccc1, [H-], [Na+], CN(C)C=O. The product is CC(C)(C)OC(=O)N1CCC2C1CCN2C(=O)OCc1ccccc1. RXN SMILES: [C:1]([CH3:2])([CH3:3])([CH3:4])[O:5][C:6](=[O:7])[N:8]1[CH:9]([CH2:18][CH2:19][NH:20][C:21](=[O:22])[O:23][CH2:24][c:25]2[cH:26][cH:27][cH:28][cH:29][cH:30]2)[CH:10]([O:13][S:14]([CH3:15])(=[O:16])=[O:17])[CH2:11][CH2:12]1.[H-:32].[Na+:31].[O:33]=[CH:34][N:35]([CH3:36])[CH3:37]>>[C:1]([CH3:2])([CH3:3])([CH3:4])[O:5][C:6](=[O:7])[N:8]1[CH:9]2[CH:10]([CH2:11][CH2:12]1)[N:20]([C:21](=[O:22])[O:23][CH2:24][c:25]1[cH:26][cH:27][cH:28][cH:29][cH:30]1)[CH2:19][CH2:18]2. The reactants are C1COCCO1, C[Si](C)(C)N=C=O, CCN(C(C)C)C(C)C, ClCCl, Cl, CCc1nc2c(cnn2CC)c(NC2CCN(C(=O)OC(C)(C)C)CC2)c1CN=[N+]=[N-], O. Product: CCc1nc2c(cnn2CC)c(NC2CCN(C(N)=O)CC2)c1CN=[N+]=[N-]. RXN SMILES: [CH2:49]1[O:50][CH2:51][CH2:52][O:53][CH2:54]1.[CH3:42][Si:43]([N:44]=[C:45]=[O:46])([CH3:47])[CH3:48].[CH:33]([N:36]([CH2:34][CH3:35])[CH:37]([CH3:38])[CH3:39])([CH3:40])[CH3:41].[Cl:55][CH2:56][Cl:57].[ClH:32].[N:1](=[N+:2]=[N-:3])[CH2:4][c:5]1[c:6]([NH:18][CH:19]2[CH2:20][CH2:21][N:22]([C:25](=[O:26])[O:27][C:28]([CH3:29])([CH3:30])[CH3:31])[CH2:23][CH2:24]2)[c:7]2[c:8]([n:9][c:10]1[CH2:11][CH3:12])[n:13]([CH2:16][CH3:17])[n:14][cH:15]2.[OH2:58]>>[N:1](=[N+:2]=[N-:3])[CH2:4][c:5]1[c:6]([NH:18][CH:19]2[CH2:20][CH2:21][N:22]([C:25](=[O:26])[NH2:36])[CH2:23][CH2:24]2)[c:7]2[c:8]([n:9][c:10]1[CH2:11][CH3:12])[n:13]([CH2:16][CH3:17])[n:14][cH:15]2. Starting materials: IC=1C=C(C[C@@H]2COCC(N2)=O)C=CC1OC ((R)-5-(3-iodo-4-methoxy-benzyl)-morpholin-3-one), N1N=CC=C1 (pyrazole), C(=O)([O-])[O-].[K+].[K+] (K2CO3), N1[C@H](C(=O)O)CCC1 (L-proline). The reagents and catalysts are [Cu]Cl (copper(I) chloride). The solvent is CN(C)C=O (DMF). The product is COC1=C(C=C(C[C@@H]2COCC(N2)=O)C=C1)N1N=CC=C1 ((R)-5-(4-Methoxy-3-pyrazol-1-yl-benzyl)-morpholin-3-one). As a reaction SMILES: I[C:2]1[CH:3]=[C:4]([CH:13]=[CH:14][C:15]=1[O:16][CH3:17])[CH2:5][C@H:6]1[NH:11][C:10](=[O:12])[CH2:9][O:8][CH2:7]1.[NH:18]1[CH:22]=[CH:21][CH:20]=[N:19]1.C([O-])([O-])=O.[K+].[K+].N1CCC[C@H]1C(O)=O>CN(C=O)C.[Cu]Cl>[CH3:17][O:16][C:15]1[CH:14]=[CH:13][C:4]([CH2:5][C@H:6]2[NH:11][C:10](=[O:12])[CH2:9][O:8][CH2:7]2)=[CH:3][C:2]=1[N:18]1[CH:22]=[CH:21][CH:20]=[N:19]1 |f:2.3.4|. Procedure: A mixture of (R)-5-(3-iodo-4-methoxy-benzyl)-morpholin-3-one C-7 (60 mg, 0.17 mmol), pyrazole (18 mg, 0.30 mmol), K2CO3 (48 mg, 0.35 mmol), copper(I) chloride (1.7 mg, 0.02 mmol) and L-proline (4 mg, 0.04 mmol) in DMF (1 mL) was heated under argon to 110° C. for 168 h. The reaction mixture was cooled to RT and partitioned between water and DCM before being filtered through a celite plug. The layers were separated and the aqueous phase was re-extracted with DCM (2×). The combined organic phases w... Starting materials: O=C1SC(C(N1)=O)CC1=CC=C(OCC(=O)NC2=C(C=C(C=C2)OC2=CC=C(C=C2)CC2=CC=CC=C2)N(C(OC(C)(C)C)=O)C)C=C1 (t-butyl N-{2-[4-(2,4-dioxothiazolidin-5-ylmethyl)phenoxyacetylamino]-5-(4-benzylphenoxy)phenyl}-N-methylcarbamate), Cl.O1CCOCC1 (hydrogen chloride dioxane). Reaction conditions: time 3 day. The product is Cl.C(C1=CC=CC=C1)C1=CC=C(OC=2C=CC3=C(N(C(=N3)COC3=CC=C(CC4C(NC(S4)=O)=O)C=C3)C)C2)C=C1 (5-{4-[6-(4-Benzylphenoxy)-1-methyl-1H-benzimidazole-2-ylmethoxy]benzyl}thiazolidine-2,4-dione hydrochloride). Reaction SMILES: [O:1]=[C:2]1[NH:6][C:5](=[O:7])[CH:4]([CH2:8][C:9]2[CH:48]=[CH:47][C:12]([O:13][CH2:14][C:15]([NH:17][C:18]3[CH:23]=[CH:22][C:21]([O:24][C:25]4[CH:30]=[CH:29][C:28]([CH2:31][C:32]5[CH:37]=[CH:36][CH:35]=[CH:34][CH:33]=5)=[CH:27][CH:26]=4)=[CH:20][C:19]=3[N:38]([CH3:46])C(=O)OC(C)(C)C)=O)=[CH:11][CH:10]=2)[S:3]1.[ClH:49].O1CCOCC1>>[ClH:49].[CH2:31]([C:28]1[CH:29]=[CH:30][C:25]([O:24][C:21]2[CH:22]=[CH:23][C:18]3[N:17]=[C:15]([CH2:14][O:13][C:12]4[CH:47]=[CH:48][C:9]([CH2:8][CH:4]5[S:3][C:2](=[O:1])[NH:6][C:5]5=[O:7])=[CH:10][CH:11]=4)[N:38]([CH3:46])[C:19]=3[CH:20]=2)=[CH:26][CH:27]=1)[C:32]1[CH:37]=[CH:36][CH:35]=[CH:34][CH:33]=1 |f:1.2,3.4|. Procedure details: A mixture of t-butyl N-{2-[4-(2,4-dioxothiazolidin-5-ylmethyl)phenoxyacetylamino]-5-(4-benzylphenoxy)phenyl}-N-methylcarbamate (0.91 g) and 4N hydrogen chloride/dioxane (10 ml) was allowed to stand at ambient temperature for 3 days. The solvent of the reaction mixture was evaporated to dryness. To the residue was added ethyl acetate and insoluble product was isolated by filtration and washed with ethyl acetate to give the title compound (0.69 g). Starting materials: COC(CC(C=O)C1=CC=C(C=C1)OC1OCCCC1)=O (4-oxo-3-[4-(tetrahydropyran-2-yloxy)-phenyl]-butyric acid methyl ester), C12(C(=O)CC(CC1)C2(C)C)CS(=O)(=O)O (camphorsulfonic acid), CO (methanol), [OH-].[Na+] (sodium hydroxide). Reaction conditions: time 6 hour. Yields the product COC(CC(C(OC)OC)C1=CC=C(C=C1)O)=O (3-(4-hydroxyphenyl)-4,4-dimethoxy butyric acid methyl ester). As a reaction SMILES: [CH3:1][O:2][C:3](=[O:21])[CH2:4][CH:5]([C:8]1[CH:13]=[CH:12][C:11]([O:14]C2CCCCO2)=[CH:10][CH:9]=1)[CH:6]=[O:7].C12(CS(O)(=O)=O)C(C)(C)C(CC1)C[C:23]2=[O:24].[OH-].[Na+].[CH3:39]O>>[CH3:1][O:2][C:3](=[O:21])[CH2:4][CH:5]([C:8]1[CH:9]=[CH:10][C:11]([OH:14])=[CH:12][CH:13]=1)[CH:6]([O:7][CH3:39])[O:24][CH3:23] |f:2.3|. Procedure details: To a solution of 4-oxo-3-[4-(tetrahydropyran-2-yloxy)-phenyl]-butyric acid methyl ester (1.29 g) obtained in Step 3 in methanol (13 mL) was added camphorsulfonic acid (98 mg), followed by stirring the reaction mixture at room temperature for 6 hours. Then, after addition of 1N aqueous sodium hydroxide solution (0.42 mL), the reaction mixture was concentrated. To the residue was added water, followed by extraction with ethyl acetate. The organic layer was washed with saturated brine, dried and co...